From a dataset of the Open Reaction Database (ORD), a public repository of structured organic reaction records. describe an organic reaction: reactants, conditions, products, and yield The reactants are COC(=O)C1=NC(=NC=C1)NC1CCN(CC1)C(=O)OC(C)(C)C (2-(1-tert-butoxycarbonyl-piperidin-4-ylamino)-pyrimidine-4-carboxylic acid methyl ester), Cl (HCl). Run in C(C)O (ethanol), O1CCOCC1 (dioxane). The product is Cl.Cl.COC(=O)C1=NC(=NC=C1)NC1CCNCC1 (2-(Piperidin-4-ylamino)-pyrimidine-4-carboxylic acid methyl ester dihydrochloride). RXN SMILES: [CH3:1][O:2][C:3]([C:5]1[CH:10]=[CH:9][N:8]=[C:7]([NH:11][CH:12]2[CH2:17][CH2:16][N:15](C(OC(C)(C)C)=O)[CH2:14][CH2:13]2)[N:6]=1)=[O:4].[ClH:25]>C(O)C.O1CCOCC1>[ClH:25].[ClH:25].[CH3:1][O:2][C:3]([C:5]1[CH:10]=[CH:9][N:8]=[C:7]([NH:11][CH:12]2[CH2:17][CH2:16][NH:15][CH2:14][CH2:13]2)[N:6]=1)=[O:4] |f:4.5.6|. Reported procedure: A solution of 2-(1-tert-butoxycarbonyl-piperidin-4-ylamino)-pyrimidine-4-carboxylic acid methyl ester (0.48 g, 1.43 mmol) in ethanol (10 mL) and 4 M HCl in dioxane (10 mL) was stirred at rt for 2 h. The solvent was removed under reduced pressure and the crude product used in the consecutive step without further purification assuming quantitative deprotection and formation of the dihydrochloride salt. MS (ISP): 237.4 [M+H]+.